describe an organic reaction: reactants, conditions, products, and yield From a dataset of the Open Reaction Database (ORD), a public repository of structured organic reaction records. Reactants: COC1=CC=C(C2=NC3=CC=CC=C3C=C12)OC (1,4-dimethoxyacridine), N1=C(C=CC=C1C)C (2,6-lutidine), FC(S(=O)(=O)OS(=O)(=O)C(F)(F)F)(F)F (trifluoromethane-sulfonic anhydride). Reagents/catalysts: CN(C)C=1C=CN=CC1 (DMAP). The solvent is C(Cl)Cl (CH2Cl2). Reaction conditions: temperature 0 celsius, time 2 hour. The product is COC1=CC=C(C2=NC3=CC=CC=C3C(=C12)OS(=O)(=O)C(F)(F)F)OC (1,4-Dimethoxy-9-trifluoromethylsulfonyloxyacridine). Isolated yield 86.1%. Reaction SMILES: [CH3:1][O:2][C:3]1[C:16]2[C:7](=[N:8][C:9]3[C:14]([CH:15]=2)=[CH:13][CH:12]=[CH:11][CH:10]=3)[C:6]([O:17][CH3:18])=[CH:5][CH:4]=1.N1C(C)=CC=CC=1C.[F:27][C:28]([F:41])([F:40])[S:29]([O:32]S(C(F)(F)F)(=O)=O)(=[O:31])=[O:30]>C(Cl)Cl.CN(C1C=CN=CC=1)C>[CH3:1][O:2][C:3]1[C:16]2[C:7](=[N:8][C:9]3[C:14]([C:15]=2[O:32][S:29]([C:28]([F:41])([F:40])[F:27])(=[O:31])=[O:30])=[CH:13][CH:12]=[CH:11][CH:10]=3)[C:6]([O:17][CH3:18])=[CH:5][CH:4]=1. Procedure: To a solution of 1,4-dimethoxyacridine (prepared as described in Ionescu and Mester (1969)) (1.0 g, 3.9 mmol) in dry CH2Cl2 (18 ml) under N2 were successively added DMAP (95 mg, 0.8 mmol), 2,6-lutidine (0.6 ml, 55 mmol) and trifluoromethane-sulfonic anhydride (0.8 ml, 4.7 mmol) and the reaction mixture was stirred at 0° C. for 2 h and then for 1 h at rt. The solution was washed with H2O, dried and evaporated. The residue was purified by column chromatography when elution with hexane/CH2Cl2 (1:1)... Starting materials: CNC, CC#N, O=C=Nc1ccc(Oc2ccc3sncc3c2)c(C(F)(F)F)c1. Product: CN(C)C(=O)Nc1ccc(Oc2ccc3sncc3c2)c(C(F)(F)F)c1. Reaction SMILES: [CH3:1][NH:2][CH3:3].[CH3:27][C:28]#[N:29].[N:4](=[C:5]=[O:6])[c:7]1[cH:8][c:9]([C:23]([F:24])([F:25])[F:26])[c:10]([O:11][c:12]2[cH:13][cH:14][c:15]3[c:16]([cH:17][n:18][s:19]3)[cH:20]2)[cH:21][cH:22]1>>[CH3:1][N:2]([CH3:3])[C:5]([NH:4][c:7]1[cH:8][c:9]([C:23]([F:24])([F:25])[F:26])[c:10]([O:11][c:12]2[cH:13][cH:14][c:15]3[c:16]([cH:17][n:18][s:19]3)[cH:20]2)[cH:21][cH:22]1)=[O:6]. The reactants are C1(CC1)C(CC#N)N1N=CC(=C1)C1=NC(=CC=2N1C=CN2)C2=CN=C1N2CCNC1 (3-Cyclopropyl-3-(4-(7-(5,6,7,8-tetrahydroimidazo[1,2-a]pyrazin-3-yl)imidazo[1,2-c]pyrimidin-5-yl)-1H-pyrazol-1-yl)propanenitrile), C=O (formaldehyde), C(C)(=O)O[BH-](OC(C)=O)OC(C)=O.[Na+] (sodium triacetoxyborohydride). The solvent is C(Cl)Cl.CO (DCM MeOH). Reaction conditions: time 30 minute. The product is C1(CC1)C(CC#N)N1N=CC(=C1)C1=NC(=CC=2N1C=CN2)C2=CN=C1N2CCN(C1)C (3-cyclopropyl-3-(4-(7-(7-methyl-5,6,7,8-tetrahydroimidazo[1,2-a]pyrazin-3-yl)imidazo[1,2-c]pyrimidin-5-yl)-1H-pyrazol-1-yl)propanenitrile). Isolated yield 48.4%. As a reaction SMILES: [CH:1]1([CH:4]([N:8]2[CH:12]=[C:11]([C:13]3[N:18]4[CH:19]=[CH:20][N:21]=[C:17]4[CH:16]=[C:15]([C:22]4[N:26]5[CH2:27][CH2:28][NH:29][CH2:30][C:25]5=[N:24][CH:23]=4)[N:14]=3)[CH:10]=[N:9]2)[CH2:5][C:6]#[N:7])[CH2:3][CH2:2]1.C=O.[C:33](O[BH-](OC(=O)C)OC(=O)C)(=O)C.[Na+]>C(Cl)Cl.CO>[CH:1]1([CH:4]([N:8]2[CH:12]=[C:11]([C:13]3[N:18]4[CH:19]=[CH:20][N:21]=[C:17]4[CH:16]=[C:15]([C:22]4[N:26]5[CH2:27][CH2:28][N:29]([CH3:33])[CH2:30][C:25]5=[N:24][CH:23]=4)[N:14]=3)[CH:10]=[N:9]2)[CH2:5][C:6]#[N:7])[CH2:3][CH2:2]1 |f:2.3,4.5|. Procedure details: To 3-cyclopropyl-3-(4-(7-(5,6,7,8-tetrahydroimidazo[1,2-a]pyrazin-3-yl)imidazo[1,2-c]pyrimidin-5-yl)-1H-pyrazol-1-yl)propanenitrile (Example 56; 10 mg, 0.025 mmol) in DCM/MeOH (1 mL/1 mL) was added formaldehyde (50 mg, 0.50 mmol) and sodium triacetoxyborohydride (16 mg, 0.075 mmol). The reaction mixture was stirred at ambient temperature for 30 minutes and concentrated under reduced pressure. The residue was purified by silica gel chromatography (DCM/MeOH/NH4OH 10:1:0.1) to give the final produc... Reactants: CCOC(=O)c1cnc2cc3c(cc2c1O)OCO3, CCO, [K+], [OH-]. The product is O=C(O)c1cnc2cc3c(cc2c1O)OCO3. As a reaction SMILES: [CH2:1]([CH3:2])[O:3][C:4](=[O:5])[c:6]1[cH:7][n:8][c:9]2[cH:10][c:11]3[c:12]([cH:13][c:14]2[c:15]1[OH:16])[O:17][CH2:18][O:19]3.[CH3:22][CH2:23][OH:24].[K+:21].[OH-:20]>>[O:3]=[C:4]([OH:5])[c:6]1[cH:7][n:8][c:9]2[cH:10][c:11]3[c:12]([cH:13][c:14]2[c:15]1[OH:16])[O:17][CH2:18][O:19]3. The reactants are CCCCc1ccc(CCCn2c(C)ccc2-c2ccc(O)cc2)cc1, Cc1ccccc1, CCOC(=O)N=NC(=O)OCC, O, CCOC(=O)C(O)Cc1ccccc1, c1ccc(P(c2ccccc2)c2ccccc2)cc1. The product is CCCCc1ccc(CCCn2c(C)ccc2-c2ccc(OC(Cc3ccccc3)C(=O)OCC)cc2)cc1. Reaction SMILES: [CH2:1]([CH2:2][CH2:3][CH3:4])[c:5]1[cH:6][cH:7][c:8]([CH2:11][CH2:12][CH2:13][n:14]2[c:15](-[c:20]3[cH:21][cH:22][c:23]([OH:26])[cH:24][cH:25]3)[cH:16][cH:17][c:18]2[CH3:19])[cH:9][cH:10]1.[CH3:72][c:73]1[cH:74][cH:75][cH:76][cH:77][cH:78]1.[O:60]=[C:61]([O:62][CH2:63][CH3:64])[N:65]=[N:66][C:67]([O:68][CH2:69][CH3:70])=[O:71].[OH2:79].[OH:27][CH:28]([C:29](=[O:30])[O:31][CH2:32][CH3:33])[CH2:34][c:35]1[cH:36][cH:37][cH:38][cH:39][cH:40]1.[c:41]1([P:42]([c:43]2[cH:44][cH:45][cH:46][cH:47][cH:48]2)[c:49]2[cH:50][cH:51][cH:52][cH:53][cH:54]2)[cH:55][cH:56][cH:57][cH:58][cH:59]1>>[CH2:1]([CH2:2][CH2:3][CH3:4])[c:5]1[cH:6][cH:7][c:8]([CH2:11][CH2:12][CH2:13][n:14]2[c:15](-[c:20]3[cH:21][cH:22][c:23]([O:26][CH:28]([C:29](=[O:30])[O:31][CH2:32][CH3:33])[CH2:34][c:35]4[cH:36][cH:37][cH:38][cH:39][cH:40]4)[cH:24][cH:25]3)[cH:16][cH:17][c:18]2[CH3:19])[cH:9][cH:10]1. The reactants are Cc1ccccc1, COc1ccc(F)c(F)c1CO, O, O=S(Cl)Cl. The product is COc1ccc(F)c(F)c1CCl. Reaction SMILES: [CH3:18][c:19]1[cH:20][cH:21][cH:22][cH:23][cH:24]1.[F:1][c:2]1[c:3]([CH2:4][OH:5])[c:6]([O:11][CH3:12])[cH:7][cH:8][c:9]1[F:10].[OH2:17].[S:13]([Cl:14])([Cl:15])=[O:16]>>[F:1][c:2]1[c:3]([CH2:4][Cl:15])[c:6]([O:11][CH3:12])[cH:7][cH:8][c:9]1[F:10]. The reactants are [Li+].[OH-] (LiOH), O=C1NC2=C(CCN1C1CCN(CC1)C(=O)O[C@H](CC1=CC(=C(C(=C1)Br)O)Br)C(=O)OC)C=CC=C2 ((R)-2-(3,5-dibromo-4-hydroxy-phenyl)-1-methoxycarbonyl-ethyl 4-(2-oxo-1,2,4,5-tetrahydro-1,3-benzodiazepin-3-yl)-piperidine-1-carboxylate), crude product. The solvent is C1CCOC1 (THF), C1CCOC1 (THF). Run at time 3 hour. Yields the product O=C1NC2=C(CCN1C1CCN(CC1)C(=O)O[C@H](CC1=CC(=C(C(=C1)Br)O)Br)C(=O)O)C=CC=C2 ((R)-1-carboxy-2-(3,5-dibromo-4-hydroxy-phenyl)-ethyl 4-(2-oxo-1,2,4,5-tetrahydro-1,3-benzodiazepin-3-yl)-piperidine-1-carboxylate). Reaction SMILES: [Li+].[OH-].[O:3]=[C:4]1[N:10]([CH:11]2[CH2:16][CH2:15][N:14]([C:17]([O:19][C@@H:20]([C:31]([O:33]C)=[O:32])[CH2:21][C:22]3[CH:27]=[C:26]([Br:28])[C:25]([OH:29])=[C:24]([Br:30])[CH:23]=3)=[O:18])[CH2:13][CH2:12]2)[CH2:9][CH2:8][C:7]2[CH:35]=[CH:36][CH:37]=[CH:38][C:6]=2[NH:5]1>C1COCC1>[O:3]=[C:4]1[N:10]([CH:11]2[CH2:16][CH2:15][N:14]([C:17]([O:19][C@@H:20]([C:31]([OH:33])=[O:32])[CH2:21][C:22]3[CH:27]=[C:26]([Br:28])[C:25]([OH:29])=[C:24]([Br:30])[CH:23]=3)=[O:18])[CH2:13][CH2:12]2)[CH2:9][CH2:8][C:7]2[CH:35]=[CH:36][CH:37]=[CH:38][C:6]=2[NH:5]1 |f:0.1|. Reported procedure: A solution of 0.51 g (21.3 mmol) LiOH was added to a solution of (R)-2-(3,5-dibromo-4-hydroxy-phenyl)-1-methoxycarbonyl-ethyl 4-(2-oxo-1,2,4,5-tetrahydro-1,3-benzodiazepin-3-yl)-piperidine-1-carboxylate (crude product from Example 24g) in 80 mL THF and the reaction mixture was stirred for 3 h at RT. The THF was eliminated i.vac., the aqueous phase was washed with EtOAc, acidified with 10% HCl and the aqueous phase was extracted exhaustively with EtOAc. The combined organic phases were evaporated... Starting materials: CC(C(=O)OCC)C(CC(C)=O)=O (ethyl 2-methyl-3,5-dioxohexanoate), NN (hydrazine). The solvent is C1CCOC1 (THF), O (water). Conditions: time 8 hour. Yields the product CC1=NNC(=C1)C(C(=O)OCC)C (Ethyl 2-(3-methyl-1H-pyrazol-5-yl)propanoate). Yield: 10.4%. As a reaction SMILES: [CH3:1][CH:2]([C:8](=O)[CH2:9][C:10](=O)[CH3:11])[C:3]([O:5][CH2:6][CH3:7])=[O:4].[NH2:14][NH2:15]>C1COCC1.O>[CH3:11][C:10]1[CH:9]=[C:8]([CH:2]([CH3:1])[C:3]([O:5][CH2:6][CH3:7])=[O:4])[NH:15][N:14]=1. Procedure details: To a solution of 18.6 g (100. mmol) of ethyl 2-methyl-3,5-dioxohexanoate from step A in 200 mL of THF and 50 mL of water was added 3.45 mL (110 mmol) of anhydrous hydrazine. The biphasic reaction mixture was stirred at ambient temperature overnight then evaporated to dryness in vacuo. The crude yellow residue was dissolved in an ethyl acetate and water mixture and flushed through a 50 g silica gel plug. The filtrate was then evaporated to dryness in vacuo and the residue purified by silica gel c... Solvent: CN(C)C=O (DMF). Procedure details: To 7-hydroxy-2-methylbenzothiazole (500 mg, 3.0 mmol) in DMF (3 mL) was added K2CO3 (459 mg, 3.32 mmol) followed by allyl bromide (287 uL, 3.32 mmol). The reaction was heated at about 50° C. for about 4 hours and then poured into water. The aqueous mixture was extracted with EtOAc, the combined organic layers were dried over Na2SO4, and the solvent then removed by rotary evaporation. The resulting oil crystallized on standing to give 7-allyloxy-2-methyl-benzothiazole as yellow crystals (440 mg, ... Run at temperature 50 celsius. Product: C(C=C)OC1=CC=CC=2N=C(SC21)C (7-allyloxy-2-methyl-benzothiazole). The reactants are OC1=CC=CC=2N=C(SC21)C (7-hydroxy-2-methylbenzothiazole), C(=O)([O-])[O-].[K+].[K+] (K2CO3), O (water), C(C=C)Br (allyl bromide). As a reaction SMILES: [OH:1][C:2]1[C:10]2[S:9][C:8]([CH3:11])=[N:7][C:6]=2[CH:5]=[CH:4][CH:3]=1.C([O-])([O-])=O.[K+].[K+].[CH2:18](Br)[CH:19]=[CH2:20].O>CN(C=O)C>[CH2:20]([O:1][C:2]1[C:10]2[S:9][C:8]([CH3:11])=[N:7][C:6]=2[CH:5]=[CH:4][CH:3]=1)[CH:19]=[CH2:18] |f:1.2.3|. Yield: 71.4%. Reactants: Cc1cc(C(F)(C(F)(F)F)C(F)(F)F)cc(C)c1NC(=O)c1ccc(F)c([N+](=O)[O-])c1, CNC, CC#N, O. Product: Cc1cc(C(F)(C(F)(F)F)C(F)(F)F)cc(C)c1NC(=O)c1ccc(N(C)C)c([N+](=O)[O-])c1. Reaction SMILES: [CH3:1][c:2]1[c:3]([NH:19][C:20]([c:21]2[cH:22][c:23]([N+:28](=[O:29])[O-:30])[c:24]([F:27])[cH:25][cH:26]2)=[O:31])[c:4]([CH3:18])[cH:5][c:6]([C:8]([C:9]([F:10])([F:11])[F:12])([C:13]([F:14])([F:15])[F:16])[F:17])[cH:7]1.[CH3:32][NH:33][CH3:34].[CH3:36][C:37]#[N:38].[OH2:35]>>[CH3:1][c:2]1[c:3]([NH:19][C:20]([c:21]2[cH:22][c:23]([N+:28](=[O:29])[O-:30])[c:24]([N:33]([CH3:32])[CH3:34])[cH:25][cH:26]2)=[O:31])[c:4]([CH3:18])[cH:5][c:6]([C:8]([C:9]([F:10])([F:11])[F:12])([C:13]([F:14])([F:15])[F:16])[F:17])[cH:7]1.